This data is from the Open Reaction Database (ORD), a public repository of structured organic reaction records. The task is: describe an organic reaction: reactants, conditions, products, and yield Reactants: OC1=C(C=NC2=CC(=CC=C12)C)C(=O)OCC (ethyl 4-hydroxy-7-methyl-3-quinolinecarboxylate), ClC1=CC=C(CN)C=C1 (4-chlorobenzylamine). Solvent: hexanes. Reaction conditions: temperature 200 celsius, time 1 hour. Product: ClC1=CC=C(C=C1)CNC(=O)C=1C=NC2=CC(=CC=C2C1O)C (N-[(4-Chlorophenyl)methyl]-4-hydroxy-7-methyl-3-quinoline-carboxamide). RXN SMILES: [OH:1][C:2]1[C:11]2[C:6](=[CH:7][C:8]([CH3:12])=[CH:9][CH:10]=2)[N:5]=[CH:4][C:3]=1[C:13]([O:15]CC)=O.[Cl:18][C:19]1[CH:26]=[CH:25][C:22]([CH2:23][NH2:24])=[CH:21][CH:20]=1>>[Cl:18][C:19]1[CH:26]=[CH:25][C:22]([CH2:23][NH:24][C:13]([C:3]2[CH:4]=[N:5][C:6]3[C:11]([C:2]=2[OH:1])=[CH:10][CH:9]=[C:8]([CH3:12])[CH:7]=3)=[O:15])=[CH:21][CH:20]=1. Procedure: A mixture of 0.50 g of ethyl 4-hydroxy-7-methyl-3-quinolinecarboxylate (J. Indian Chem. Soc., 31 (1954)) and 5.0 mL of 4-chlorobenzylamine is stirred 1 hour at 200° C. The mixture is cooled to 25° C. and it is diluted with 25 mL of hexanes. After stirring for an additional 1 h the solid precipitate is collected by filtration and washed with 10 mL of hexanes. It is dried in a stream of air and then it is suspended in 20 mL of glacial acetic acid. The mixture is heated until the solid is completel... Starting materials: FC1=C(C=CC(=C1)B1OC(C(O1)(C)C)(C)C)C=1C=NC(=NC1)N (5-(2-fluoro-4-(4,4,5,5-tetramethyl-1,3,2-dioxaborolan-2-yl)phenyl)-pyrimidin-2-amine), BrC1=C(C=CC=C1)S(=O)(=O)N[C@H](C(=O)OC(C)(C)C)C ((S)-tert-butyl 2-(2-bromophenylsulfonamido)propanoate). Product: NC1=NC=C(C=N1)C1=C(C=C(C=C1)C1=C(C=CC=C1)S(=O)(=O)N[C@@H](C)C(=O)OC(C)(C)C)F (tert-Butyl N-{[4′-(2-aminopyrimidin-5-yl)-3′-fluorobiphenyl-2-yl]sulfonyl}-L-alaninate). RXN SMILES: [F:1][C:2]1[CH:7]=[C:6](B2OC(C)(C)C(C)(C)O2)[CH:5]=[CH:4][C:3]=1[C:17]1[CH:18]=[N:19][C:20]([NH2:23])=[N:21][CH:22]=1.Br[C:25]1[CH:30]=[CH:29][CH:28]=[CH:27][C:26]=1[S:31]([NH:34][C@@H:35]([CH3:43])[C:36]([O:38][C:39]([CH3:42])([CH3:41])[CH3:40])=[O:37])(=[O:33])=[O:32]>>[NH2:23][C:20]1[N:21]=[CH:22][C:17]([C:3]2[CH:4]=[CH:5][C:6]([C:25]3[CH:30]=[CH:29][CH:28]=[CH:27][C:26]=3[S:31]([NH:34][C@H:35]([C:36]([O:38][C:39]([CH3:40])([CH3:42])[CH3:41])=[O:37])[CH3:43])(=[O:32])=[O:33])=[CH:7][C:2]=2[F:1])=[CH:18][N:19]=1. Procedure: The title compound was prepared using analogous conditions to those described in Example 571 using 5-(2-fluoro-4-(4,4,5,5-tetramethyl-1,3,2-dioxaborolan-2-yl)phenyl)-pyrimidin-2-amine and (S)-tert-butyl 2-(2-bromophenylsulfonamido)propanoate. MS (ESI): mass calcd. for C23H25FN4O4S, 472.16; m/z found, 473.1 [M+H]+. 1H NMR (500 MHz, CD3OD) δ 8.65 (d, J=1.1, 2H), 8.08 (dd, J=8.0, 1.2, 1H), 7.66 (m, 1H), 7.61-7.49 (m, 2H), 7.37 (m, 3H), 3.66 (q, J=107.2, 1H), 1.34 (s, 9H), 1.26 (d, J=7.2, 3H). Starting materials: C(=O)(OC(C)(C)C)N1[C@H](CCC1)C(=O)N[C@@H](C(=O)NN1C[C@H](CC1)N(C(C(C)C)=O)C1CCCCC1)CC1=CC=C(C=C1)Cl ((2R)-2-{[(2R)-1-(BOC)pyrrolidine-2-yl]carbonyl}amino-N-{(3S)-3-[cyclohexyl(isobutyryl)amino]pyrrolidine-1-yl}-3-(4-chlorophenyl)propionamide), C(=O)(C(F)(F)F)O (TFA). Solvent: C(Cl)Cl (DCM). Conditions: time 30 minute. Yields the product N1[C@H](CCC1)C(=O)N[C@@H](C(=O)NN1C[C@H](CC1)N(C(C(C)C)=O)C1CCCCC1)CC1=CC=C(C=C1)Cl ((2R)-2-{[(2R)-pyrrolidine-2-yl]carbonyl}amino-N-{(3S)-3-[cyclohexyl(isobutyryl)amino]pyrrolidine-1-yl}-3-(4-chlorophenyl)propionamide). The yield is 98.2%. RXN SMILES: C([N:8]1[CH2:12][CH2:11][CH2:10][C@@H:9]1[C:13]([NH:15][C@H:16]([CH2:37][C:38]1[CH:43]=[CH:42][C:41]([Cl:44])=[CH:40][CH:39]=1)[C:17]([NH:19][N:20]1[CH2:24][CH2:23][C@H:22]([N:25]([CH:31]2[CH2:36][CH2:35][CH2:34][CH2:33][CH2:32]2)[C:26](=[O:30])[CH:27]([CH3:29])[CH3:28])[CH2:21]1)=[O:18])=[O:14])(OC(C)(C)C)=O.C(O)(C(F)(F)F)=O>C(Cl)Cl>[NH:8]1[CH2:12][CH2:11][CH2:10][C@@H:9]1[C:13]([NH:15][C@H:16]([CH2:37][C:38]1[CH:39]=[CH:40][C:41]([Cl:44])=[CH:42][CH:43]=1)[C:17]([NH:19][N:20]1[CH2:24][CH2:23][C@H:22]([N:25]([CH:31]2[CH2:32][CH2:33][CH2:34][CH2:35][CH2:36]2)[C:26](=[O:30])[CH:27]([CH3:28])[CH3:29])[CH2:21]1)=[O:18])=[O:14]. Procedure: To a solution of (2R)-2-{[(2R)-1-(BOC)pyrrolidine-2-yl]carbonyl}amino-N-{(3S)-3-[cyclohexyl(isobutyryl)amino]pyrrolidine-1-yl}-3-(4-chlorophenyl)propionamide, prepared in Step A, (50.0 mg, 0.081 mmol) in DCM (2 mL) was added TFA (2 mL). After the reaction solution was stirred at rt for 30 min. the solvent was removed in vacuo, and the residue was purified by HPLC to give the title compound (50.0 mg, 98.2%). Reactants: ClC=1C=C(N)C=CC1Cl (3,4-dichloroaniline), C(CCC)=O (butyraldehyde). The product is C(CCC)NC1=CC(=C(C=C1)Cl)Cl (N-Butyl-3,4-dichloroaniline). Isolated yield 56.8%. RXN SMILES: [Cl:1][C:2]1[CH:3]=[C:4]([CH:6]=[CH:7][C:8]=1[Cl:9])[NH2:5].[CH:10](=O)[CH2:11][CH2:12][CH3:13]>>[CH2:10]([NH:5][C:4]1[CH:6]=[CH:7][C:8]([Cl:9])=[C:2]([Cl:1])[CH:3]=1)[CH2:11][CH2:12][CH3:13]. Procedure details: Following a procedure analogous to that for the synthesis of Example 106, 3,4-dichloroaniline (1.62 g, 10.0 mmol) and butyraldehyde (721 mg, 10.0 mmol) were converted to the title compound (1.24 g, 57%). 1H NMR (CDCl3) δ 7.17 (d, J=8.8 Hz, 1H), 6.65 (d, J=2.9 Hz, 1H), 6.41 (dd, J=2.8, 8.7 Hz, 1H), 3.05 (t, J=7.0 Hz, 2H), 1.65-1.53 (m, 2H), 1.43 (qd, J=7.3, 15.0 Hz, 2H), 0.98 (t, J=7.4 Hz, 3H); MS(ESI+) m/z 218.1 (M+H)+. Starting materials: ClC1=CC(=NC=C1)N (4-chloropyridin-2-amine), C(C)(C)N(CC)C(C)C (diisopropylethylamine), CN1CCC(CC1)C(=O)Cl (1-methylpiperidine-4-carbonyl chloride). Solvent: C(Cl)Cl (methylene chloride), C(Cl)Cl (methylene chloride). Conditions: temperature 0 celsius, time 1 hour. Product: ClC1=CC(=NC=C1)NC(=O)C1CCN(CC1)C (N-(4-chloropyridin-2-yl)-1-methylpiperidine-4-carboxamide). As a reaction SMILES: [CH3:1][N:2]1[CH2:7][CH2:6][CH:5]([C:8](Cl)=[O:9])[CH2:4][CH2:3]1.[Cl:11][C:12]1[CH:17]=[CH:16][N:15]=[C:14]([NH2:18])[CH:13]=1.C(N(C(C)C)CC)(C)C>C(Cl)Cl>[Cl:11][C:12]1[CH:17]=[CH:16][N:15]=[C:14]([NH:18][C:8]([CH:5]2[CH2:6][CH2:7][N:2]([CH3:1])[CH2:3][CH2:4]2)=[O:9])[CH:13]=1. Procedure details: A flask was flame dried and placed under a nitrogen atmosphere. 1-methylpiperidine-4-carbonyl chloride (1 eq) in anhydrous methylene chloride was added to the flask and brought to 0° C. To this was added the solution containing 4-chloropyridin-2-amine (1 eq), and diisopropylethylamine (5 eq) in anhydrous methylene chloride, which was stirred for 1 hour at 0° C. Reaction concentrated and partitioned between water and ethyl acetate. The organic layer was separated, washed with brine, dried over so... The reactants are CCO, COn1c(=O)c(-c2cc([N+](=O)[O-])ccc2Cl)cc2cnc(NCCN(C)C)nc21, Cl, [Fe]. The product is COn1c(=O)c(-c2cc(N)ccc2Cl)cc2cnc(NCCN(C)C)nc21. As a reaction SMILES: [CH3:31][CH2:32][OH:33].[Cl:1][c:2]1[c:3](-[c:11]2[cH:12][c:13]3[c:14]([n:15][c:16]([NH:19][CH2:20][CH2:21][N:22]([CH3:23])[CH3:24])[n:17][cH:18]3)[n:25]([O:28][CH3:29])[c:26]2=[O:27])[cH:4][c:5]([N+:8]([O-:9])=[O:10])[cH:6][cH:7]1.[ClH:30].[Fe:34]>>[Cl:1][c:2]1[c:3](-[c:11]2[cH:12][c:13]3[c:14]([n:15][c:16]([NH:19][CH2:20][CH2:21][N:22]([CH3:23])[CH3:24])[n:17][cH:18]3)[n:25]([O:28][CH3:29])[c:26]2=[O:27])[cH:4][c:5]([NH2:8])[cH:6][cH:7]1. Starting materials: B (borane), B (borane), CC1=C(C(=CC=C1)C)NC(CCCC=1C=NC=CC1)=O (N-(2,6-dimethylphenyl)-3-pyridinebutanamide), CO (methanol). Solvent: O1CCCC1 (tetrahydrofuran), O1CCCC1 (tetrahydrofuran). The product is CC1=C(C(=CC=C1)C)NCCCCC=1C=NC=CC1 (N-(2,6-dimethylphenyl)-3-pyridine-butanamine). Reaction SMILES: [CH3:1][C:2]1[CH:7]=[CH:6][CH:5]=[C:4]([CH3:8])[C:3]=1[NH:9][C:10](=O)[CH2:11][CH2:12][CH2:13][C:14]1[CH:15]=[N:16][CH:17]=[CH:18][CH:19]=1.B.CO>O1CCCC1>[CH3:1][C:2]1[CH:7]=[CH:6][CH:5]=[C:4]([CH3:8])[C:3]=1[NH:9][CH2:10][CH2:11][CH2:12][CH2:13][C:14]1[CH:15]=[N:16][CH:17]=[CH:18][CH:19]=1. Reported procedure: A solution of 13.9 g of N-(2,6-dimethylphenyl)-3-pyridinebutanamide in dry tetrahydrofuran was added dropwise with stirring to an excess of 1 molar borane in tetrahydrofuran and the resulting solution was heated to reflux for two hours. After cooling, excess methanol was added to decompose the remaining borane and the solution was evaporated to dryness. The residue was acidified by the cautious addition of 2N hydrochloric acid and was warmed on the steam bath for 20 minutes. The resulting soluti... Starting materials: C(C)(=O)OC1C(C(N1)=O)CCCNC(=NC(=O)OCC1=CC=CC=C1)NC(=O)OCC1=CC=CC=C1 (4-Acetyloxy-3-[3-[N',N"-di(Cbz)guanidino]propyl]-2-azetidinone), C[Si](C)(C)[N-][Si](C)(C)C.[Na+] (sodium bis(trimethylsilyl)amide), C(C(C)(C)C)(=O)Cl (Pivaloyl chloride). Run in C1CCOC1 (THF), C1CCOC1 (THF). Reaction conditions: time 15 minute. The product is C(C)(=O)OC1C(C(N1C(=O)C(C)(C)C)=O)CCCNC(=NC(=O)OCC1=CC=CC=C1)NC(=O)OCC1=CC=CC=C1 (4-Acetyloxy-3-[3-[N',N"-di(Cbz)guanidino]propyl]-1-t-butylcarbonyl-2-azetidinone). The yield is 43.1%. RXN SMILES: [C:1]([O:4][CH:5]1[NH:8][C:7](=[O:9])[CH:6]1[CH2:10][CH2:11][CH2:12][NH:13][C:14]([NH:26][C:27]([O:29][CH2:30][C:31]1[CH:36]=[CH:35][CH:34]=[CH:33][CH:32]=1)=[O:28])=[N:15][C:16]([O:18][CH2:19][C:20]1[CH:25]=[CH:24][CH:23]=[CH:22][CH:21]=1)=[O:17])(=[O:3])[CH3:2].C[Si]([N-][Si](C)(C)C)(C)C.[Na+].[C:47](Cl)(=[O:52])[C:48]([CH3:51])([CH3:50])[CH3:49]>C1COCC1>[C:1]([O:4][CH:5]1[N:8]([C:47]([C:48]([CH3:51])([CH3:50])[CH3:49])=[O:52])[C:7](=[O:9])[CH:6]1[CH2:10][CH2:11][CH2:12][NH:13][C:14]([NH:26][C:27]([O:29][CH2:30][C:31]1[CH:32]=[CH:33][CH:34]=[CH:35][CH:36]=1)=[O:28])=[N:15][C:16]([O:18][CH2:19][C:20]1[CH:21]=[CH:22][CH:23]=[CH:24][CH:25]=1)=[O:17])(=[O:3])[CH3:2] |f:1.2|. Procedure details: To a -78° C. THF (6 mL) solution of compound 13 (trans:cis ratio, 2:1, 600 mg; 1.2 mmol) was added 1N THF solution of sodium bis(trimethylsilyl)amide (1.2 mL, 1.2 mmol), and the resulting solution was stirred for 15 min. Pivaloyl chloride (150 mg, 1.24 mmol) was added, and the solution was stirred for 30 min at -78° C. and for 1.5 h at room temperature. The reaction mixture was partitioned between pH 4.0 aqueous buffer and ether. The organic phase was dried (MgSO4) and concentrated. The residue ... Reactants: [BH4-], CO, CS(=O)(=O)Nc1ccc(C=O)cc1Sc1ccc(F)cc1F, [Na+]. The product is CS(=O)(=O)Nc1ccc(CO)cc1Sc1ccc(F)cc1F. RXN SMILES: [BH4-:1].[CH3:25][OH:26].[F:3][c:4]1[c:5]([S:11][c:12]2[c:13]([NH:14][S:15](=[O:16])(=[O:17])[CH3:18])[cH:19][cH:20][c:21]([CH:23]=[O:24])[cH:22]2)[cH:6][cH:7][c:8]([F:10])[cH:9]1.[Na+:2]>>[F:3][c:4]1[c:5]([S:11][c:12]2[c:13]([NH:14][S:15](=[O:16])(=[O:17])[CH3:18])[cH:19][cH:20][c:21]([CH2:23][OH:24])[cH:22]2)[cH:6][cH:7][c:8]([F:10])[cH:9]1. The reactants are [Cl-].[NH4+] (ammonium chloride), FC1(OC2=C(O1)C=C(C=C2[C@@]21COCC[C@H]1CSC(=N2)NC(OC(C)(C)C)=O)[N+](=O)[O-])F (tert-butyl (±)-[(4aR*,8aS*)-8a-(2,2-difluoro-6-nitrobenzo[1,3]dioxol-4-yl)-4,4a,5,6,8,8a-hexahydro-7-oxa-3-thia-1-azanaphthalen-2-yl]carbamate). The reagents and catalysts are [Fe] (Iron). Run in C(C)O (ethanol). The product is NC=1C=C(C2=C(OC(O2)(F)F)C1)[C@@]12COCC[C@H]2CSC(=N1)NC(OC(C)(C)C)=O (tert-butyl (±)-[(4aR*,8aS*)-8a-(6-amino-2,2-difluorobenzo[1,3]dioxol-4-yl)-4,4a,5,6,8,8a-hexahydro-7-oxa-3-thia-1-azanaphthalen-2-yl]carbamate). Yield: 89.0%. Reaction SMILES: [Cl-].[NH4+].[F:3][C:4]1([F:34])[O:8][C:7]2[CH:9]=[C:10]([N+:31]([O-])=O)[CH:11]=[C:12]([C@@:13]34[N:22]=[C:21]([NH:23][C:24](=[O:30])[O:25][C:26]([CH3:29])([CH3:28])[CH3:27])[S:20][CH2:19][C@@H:18]3[CH2:17][CH2:16][O:15][CH2:14]4)[C:6]=2[O:5]1>C(O)C.[Fe]>[NH2:31][C:10]1[CH:11]=[C:12]([C@@:13]23[N:22]=[C:21]([NH:23][C:24](=[O:30])[O:25][C:26]([CH3:28])([CH3:27])[CH3:29])[S:20][CH2:19][C@@H:18]2[CH2:17][CH2:16][O:15][CH2:14]3)[C:6]2[O:5][C:4]([F:3])([F:34])[O:8][C:7]=2[CH:9]=1 |f:0.1|. Procedure: Iron powder (7.09 mg) and a saturated ammonium chloride solution (1.0 ml) were added to a solution of tert-butyl (±)-[(4aR*,8aS*)-8a-(2,2-difluoro-6-nitrobenzo[1,3]dioxol-4-yl)-4,4a,5,6,8,8a-hexahydro-7-oxa-3-thia-1-azanaphthalen-2-yl]carbamate (60.0 mg) in ethanol (20 ml), and the mixture was heated under reflux for 30 minutes. The reaction solution was returned to room temperature and the insoluble matter was removed by filtration through celite. The solvent was evaporated under reduced pressu...